This data is from the Open Reaction Database (ORD), a public repository of structured organic reaction records. The task is: describe an organic reaction: reactants, conditions, products, and yield The reactants are BrC=1C=C(C=CC1Cl)[C@H]1CC(NC1)=O ((4R)-4-(3-Bromo-4-chlorophenyl)pyrrolidin-2-one), COC(=O)C=1C=C(C=CC1)B(O)O (3-methoxycarbonylphenyl boronic acid), CN(C)C=O (DMF), P(=O)([O-])([O-])[O-].[K+].[K+].[K+] (potassium phosphate). The reagents and catalysts are [Br-].C(CCC)[N+](CCCC)(CCCC)CCCC (tetrabutylammonium bromide), C(C)(=O)[O-].[Pd+2].C(C)(=O)[O-] (Palladium acetate). Run in C(C)(=O)OCC (ethyl acetate). Conditions: temperature 90 celsius, time 8 hour. Yields the product Cl.NC[C@H](CC(=O)O)C=1C=CC(=C(C1)C=1C=C(C(=O)O)C=CC1)Cl (3-{5-[(1R)-2-Amino-1-(carboxymethyl)ethyl]-2-chlorophenyl}benzoic acid hydrochloride). Reaction SMILES: Br[C:2]1[CH:3]=[C:4]([C@@H:9]2[CH2:13][NH:12][C:11](=[O:14])[CH2:10]2)[CH:5]=[CH:6][C:7]=1[Cl:8].C[O:16][C:17]([C:19]1[CH:20]=[C:21](B(O)O)[CH:22]=[CH:23][CH:24]=1)=[O:18].CN(C=[O:32])C.P([O-])([O-])([O-])=O.[K+].[K+].[K+]>[Br-].C([N+](CCCC)(CCCC)CCCC)CCC.C(OCC)(=O)C.C([O-])(=O)C.[Pd+2].C([O-])(=O)C>[ClH:8].[NH2:12][CH2:13][C@@H:9]([C:4]1[CH:5]=[CH:6][C:7]([Cl:8])=[C:2]([C:23]2[CH:24]=[C:19]([CH:20]=[CH:21][CH:22]=2)[C:17]([OH:18])=[O:16])[CH:3]=1)[CH2:10][C:11]([OH:14])=[O:32] |f:3.4.5.6,7.8,10.11.12,13.14|. Procedure details: (4R)-4-(3-Bromo-4-chlorophenyl)pyrrolidin-2-one (0.5 g, 0.55 mmol) and 3-methoxycarbonylphenyl boronic acid (0.144 g, 0.55 mmol) were mixed with DMF (2 mL). The mixture was degassed by alternately applying a vacuum and flushing with nitrogen. Palladium acetate (0.025 g, 0.11 mmol) and tetrabutylammonium bromide (0.053 g, 0.165 mmol) were added followed by potassium phosphate (0.35 g, 1.65 mmol). The mixture was stirred overnight at 90° C., then cooled to room temperature, diluted with ethyl acet... The reactants are CO, [H][H], O=C1NCCCN1C1(CO)CCN(Cc2ccccc2)CC1. Product: O=C1NCCCN1C1(CO)CCNCC1. RXN SMILES: [CH3:25][OH:26].[H:23][H:24].[OH:1][CH2:2][C:3]1([N:16]2[C:17](=[O:22])[NH:18][CH2:19][CH2:20][CH2:21]2)[CH2:4][CH2:5][N:6]([CH2:9][c:10]2[cH:11][cH:12][cH:13][cH:14][cH:15]2)[CH2:7][CH2:8]1>>[OH:1][CH2:2][C:3]1([N:16]2[C:17](=[O:22])[NH:18][CH2:19][CH2:20][CH2:21]2)[CH2:4][CH2:5][NH:6][CH2:7][CH2:8]1. Reactants: [C-]#N, CC(O)(C(=O)Nc1ccc(C(=O)c2ccccc2)cc1)C(F)(F)F, Cl, CC(O)(C(=O)O)C(F)(F)F, N#C[Na]. Product: CC(O)(C#N)C(F)(F)F. RXN SMILES: [C-:35]#[N:36].[C:1]([c:2]1[cH:3][cH:4][c:5]([NH:15][C:16](=[O:6])[C:17]([C:18]([F:19])([F:20])[F:21])([CH3:22])[OH:23])[cH:7][cH:8]1)(=[O:9])[c:10]1[cH:11][cH:12][cH:13][cH:14][cH:24]1.[ClH:40].[F:25][C:26]([F:27])([F:28])[C:29]([OH:30])([CH3:31])[C:32]([OH:33])=[O:34].[Na:37][C:38]#[N:39]>>[N:15]#[C:16][C:17]([C:18]([F:19])([F:20])[F:21])([CH3:22])[OH:23]. The reactants are O (water), FC(SCC(C(C)(C)C)=O)F (1-difluoromethylthio-3,3-dimethyl-2-butanone), Cl.NO (hydroxylamine hydrochloride), C([O-])([O-])=O.[Na+].[Na+] (sodium carbonate). Run in C(C)O (ethanol). Product: FC(SCC(C(C)(C)C)=NO)F (1-difluoromethylthio-3,3-dimethyl-2-butanone oxime). RXN SMILES: [F:1][CH:2]([F:11])[S:3][CH2:4][C:5](=O)[C:6]([CH3:9])([CH3:8])[CH3:7].Cl.[NH2:13][OH:14].C(=O)([O-])[O-].[Na+].[Na+].O>C(O)C>[F:1][CH:2]([F:11])[S:3][CH2:4][C:5](=[N:13][OH:14])[C:6]([CH3:9])([CH3:8])[CH3:7] |f:1.2,3.4.5|. Procedure details: A mixture of 1-difluoromethylthio-3,3-dimethyl-2-butanone (2.21 moles) from example 1, hydroxylamine hydrochloride (2.44 moles) and sodium carbonate (1.22 moles) in aqueous ethanol (1 liter of water and 2.3 liters of ethanol) was heated at its reflux temperature for 7.5 hours. This reaction mixture was poured into water, and the product was extracted into diethyl ether. The ether was washed with water and dried, then the ether extracts were evaporated under reduced pressure leaving a residue of ... Starting materials: N#Cc1cccc(C(OC2CCCCO2)c2ccc(CI)cc2)c1, [K+], [K+], CC(=O)c1ccc(N)c(C)c1O, O=C([O-])[O-], CN(C)C=O. Yields the product CC(=O)c1ccc(NCc2ccc(C(OC3CCCCO3)c3cccc(C#N)c3)cc2)c(C)c1O. RXN SMILES: [I:13][CH2:14][c:15]1[cH:16][cH:17][c:18]([CH:21]([c:22]2[cH:23][c:24]([C:25]#[N:26])[cH:27][cH:28][cH:29]2)[O:30][CH:31]2[O:32][CH2:33][CH2:34][CH2:35][CH2:36]2)[cH:19][cH:20]1.[K+:37].[K+:38].[NH2:1][c:2]1[c:3]([CH3:12])[c:4]([OH:11])[c:5]([C:8]([CH3:9])=[O:10])[cH:6][cH:7]1.[O-:39][C:40]([O-:41])=[O:42].[O:43]=[CH:44][N:45]([CH3:46])[CH3:47]>>[NH:1]([c:2]1[c:3]([CH3:12])[c:4]([OH:11])[c:5]([C:8]([CH3:9])=[O:10])[cH:6][cH:7]1)[CH2:14][c:15]1[cH:16][cH:17][c:18]([CH:21]([c:22]2[cH:23][c:24]([C:25]#[N:26])[cH:27][cH:28][cH:29]2)[O:30][CH:31]2[O:32][CH2:33][CH2:34][CH2:35][CH2:36]2)[cH:19][cH:20]1. The reactants are C(C1=CC=CC=C1)(=O)C1=C(C2=C(S1)C=CC=C2)O (2-benzoyl-benzo[b]thiophen-3-ol), C(C)(=O)[O-].C(CCC)[NH3+] (n-butylammonium acetate), petroleum ether ethyl acetate. Yields the product C(CCC)N\C(=C\1/C(C2=C(S1)C=CC=C2)=O)\C2=CC=CC=C2 ((E)-2-{[(Butyl)amino]phenylmethylene}-benzo[b]thiophen-3(2H)-one). Isolated yield 64.0%. As a reaction SMILES: [C:1]([C:9]1[S:13][C:12]2[CH:14]=[CH:15][CH:16]=[CH:17][C:11]=2[C:10]=1[OH:18])(=O)[C:2]1[CH:7]=[CH:6][CH:5]=[CH:4][CH:3]=1.C([O-])(=O)C.[CH2:23]([NH3+:27])[CH2:24][CH2:25][CH3:26]>>[CH2:23]([NH:27]/[C:1](/[C:2]1[CH:7]=[CH:6][CH:5]=[CH:4][CH:3]=1)=[C:9]1\[C:10](=[O:18])[C:11]2[CH:17]=[CH:16][CH:15]=[CH:14][C:12]=2[S:13]\1)[CH2:24][CH2:25][CH3:26] |f:1.2|. Reported procedure: Prepared as in Example 35 from 2-benzoyl-benzo[b]thiophen-3-ol and n-butylammonium acetate with a yield of 64% of theory; m.p. 106°-107° C. (petroleum ether/ethyl acetate 1:1). Starting materials: CS(=O)(=O)CN1C=CC=2C=NC(=CC21)C(=O)OC(C)(C)C (tert-butyl 1-(methylsulfonylmethyl)-1H-pyrrolo[3,2-c]pyridine-6-carboxylate). The solvent is C(Cl)Cl (DCM), C(=O)(C(F)(F)F)O (TFA). Reaction conditions: temperature 50 celsius, time 15 hour. Product: CS(=O)(=O)CN1C=CC=2C=NC(=CC21)C(=O)O (1-(methylsulfonylmethyl)-1H-pyrrolo[3,2-c]pyridine-6-carboxylic acid). The yield is 96.3%. RXN SMILES: [CH3:1][S:2]([CH2:5][N:6]1[C:14]2[CH:13]=[C:12]([C:15]([O:17]C(C)(C)C)=[O:16])[N:11]=[CH:10][C:9]=2[CH:8]=[CH:7]1)(=[O:4])=[O:3]>C(Cl)Cl.C(O)(C(F)(F)F)=O>[CH3:1][S:2]([CH2:5][N:6]1[C:14]2[CH:13]=[C:12]([C:15]([OH:17])=[O:16])[N:11]=[CH:10][C:9]=2[CH:8]=[CH:7]1)(=[O:3])=[O:4]. Reported procedure: A mixture of tert-butyl 1-(methylsulfonylmethyl)-1H-pyrrolo[3,2-c]pyridine-6-carboxylate (8B, 820 mg, 2.7 mmol) in DCM (5 ml) and TFA (5 ml) was stirred at 50° C. for 15 h. The mixture was concentrated in vacuo to give 1-(methylsulfonylmethyl)-1H-pyrrolo[3,2-c]pyridine-6-carboxylic acid (8C, 650 mg, 2.6 mmol, 97% yield) as a brown oil. The material was used for next reaction without further purifications. ESI-MS: m/z 255.1 (M+H)+.